This data is from the Open Reaction Database (ORD), a public repository of structured organic reaction records. The task is: describe an organic reaction: reactants, conditions, products, and yield Product: COc1cc2c(Nc3ccc(Oc4ccccc4)cc3)c(C#N)cnc2cc1OCCCl. The reactants are CCOCCO, COc1cc2c(Cl)c(C#N)cnc2cc1OCCCl, Cl, Nc1ccc(Oc2ccccc2)cc1, O, c1ccncc1. Reaction SMILES: [CH3:42][CH2:43][O:44][CH2:45][CH2:46][OH:47].[Cl:1][c:2]1[c:3]([C:18]#[N:19])[cH:4][n:5][c:6]2[cH:7][c:8]([O:14][CH2:15][CH2:16][Cl:17])[c:9]([O:12][CH3:13])[cH:10][c:11]12.[ClH:34].[O:20]([c:21]1[cH:22][cH:23][cH:24][cH:25][cH:26]1)[c:27]1[cH:28][cH:29][c:30]([NH2:31])[cH:32][cH:33]1.[OH2:41].[n:35]1[cH:36][cH:37][cH:38][cH:39][cH:40]1>>[c:2]1([NH:31][c:30]2[cH:29][cH:28][c:27]([O:20][c:21]3[cH:22][cH:23][cH:24][cH:25][cH:26]3)[cH:33][cH:32]2)[c:3]([C:18]#[N:19])[cH:4][n:5][c:6]2[cH:7][c:8]([O:14][CH2:15][CH2:16][Cl:17])[c:9]([O:12][CH3:13])[cH:10][c:11]12. Reactants: O=C1C2(C=3C(=NC=CC3)N1COCC[Si](C)(C)C)CC=1C(=NC=C(C1)C(=O)OC)C2 (methyl 2′-oxo-1′-{[2-(trimethylsilyl)ethoxy]methyl}-1′,2′,5,7-tetrahydrospiro[cyclopenta[b]pyridine-6,3′-pyrrolo[2,3-b]pyridine]-3-carboxylate), [OH-].[Na+] (sodium hydroxide), Cl (HCl), Cl (HCl). The solvent is CO (MeOH), CO (MeOH). Reaction conditions: temperature 55 celsius, time 20 hour. The product is O=C1C2(C=3C(=NC=CC3)N1)CC=1C(=NC=C(C1)C(=O)O)C2 (2′-Oxo-1′,2′,5,7-tetrahydrospiro[cyclopenta[b]pyridine-6,3′-pyrrolo[2,3-b]pyridine]-3-carboxylic acid). RXN SMILES: [O:1]=[C:2]1[N:10](COCC[Si](C)(C)C)[C:5]2=[N:6][CH:7]=[CH:8][CH:9]=[C:4]2[C:3]21[CH2:30][C:21]1=[N:22][CH:23]=[C:24]([C:26]([O:28]C)=[O:27])[CH:25]=[C:20]1[CH2:19]2.Cl.[OH-].[Na+]>CO>[O:1]=[C:2]1[NH:10][C:5]2=[N:6][CH:7]=[CH:8][CH:9]=[C:4]2[C:3]21[CH2:30][C:21]1=[N:22][CH:23]=[C:24]([C:26]([OH:28])=[O:27])[CH:25]=[C:20]1[CH2:19]2 |f:2.3|. Reported procedure: A solution of methyl 2′-oxo-1′-{[2-(trimethylsilyl)ethoxy]methyl}-1′,2′,5,7-tetrahydrospiro[cyclopenta[b]pyridine-6,3′-pyrrolo[2,3-b]pyridine]-3-carboxylate (30.9 g, 73 mmol) in MeOH (400 mL) was saturated with HCl gas, allowing the internal temperature to increase to 55° C. The reaction mixture was cooled to ambient temperature, stirred for 20 h, then concentrated in vacuo. Aqueous 10 N sodium hydroxide (50 mL, 500 mmol) was added to a solution of the residue in MeOH (400 mL), and the resulting... Starting materials: [Cl-].[Li+] (lithium chloride), ClC=1C=C(C(=O)N2CS(C3=C2C=CC=C3)(=O)=O)C=C(C1OC)C#N (3-(3-chloro-5-cyano-4-methoxybenzoyl)-1,1-dioxo-2,3-dihydro-1,3-benzothiazole), Cl (hydrochloric acid). Run in CN(C=O)C (N,N-dimethylformamide). Run at temperature 100 celsius, time 1 hour. The product is ClC=1C=C(C(=O)N2CS(C3=C2C=CC=C3)(=O)=O)C=C(C1O)C#N (3-(3-chloro-5-cyano-4-hydroxybenzoyl)-1,1-dioxo-2,3-dihydro-1,3-benzothiazole). Isolated yield 84.4%. Reaction SMILES: [Cl:1][C:2]1[CH:3]=[C:4]([CH:18]=[C:19]([C:23]#[N:24])[C:20]=1[O:21]C)[C:5]([N:7]1[C:11]2[CH:12]=[CH:13][CH:14]=[CH:15][C:10]=2[S:9](=[O:17])(=[O:16])[CH2:8]1)=[O:6].[Cl-].[Li+].Cl>CN(C)C=O>[Cl:1][C:2]1[CH:3]=[C:4]([CH:18]=[C:19]([C:23]#[N:24])[C:20]=1[OH:21])[C:5]([N:7]1[C:11]2[CH:12]=[CH:13][CH:14]=[CH:15][C:10]=2[S:9](=[O:16])(=[O:17])[CH2:8]1)=[O:6] |f:1.2|. Procedure details: 3-(3-chloro-5-cyano-4-methoxybenzoyl)-1,1-dioxo-2,3-dihydro-1,3-benzothiazole (180 mg) was dissolved in N,N-dimethylformamide (2 mL), and lithium chloride (87 mg) was added to the solution, and then the mixture was stirred at 100° C. for 1 hour. To the reaction solution, 1N hydrochloric acid was added, and then reaction mixture was extracted with ethyl acetate. The organic layer was washed with 1N hydrochloric acid and saturated brine, and then dried over anhydrous sodium sulfate. The solvent wa... Reactants: CC[C@]12CN3CCC=4C=5C=CC=CC5NC4[C@](C[C@@H](C3)[C@H]1O2)(C=6C=C7C(=CC6OC)N([C@@H]8[C@]79CCN1[C@H]9[C@@](C=CC1)([C@H]([C@@]8(C(=O)OC)O)OC(=O)C)CC)C)C(=O)OC.OS(=O)(=O)O (leurosine sulfate). Run in O (water). Product: CC[C@]12CN3CCC=4C=5C=CC=CC5NC4[C@](C[C@H](C3)[C@H]1O2)(C=6C=C7C(=CC6OC)N([C@@H]8[C@]79CCN1[C@H]9[C@@](C=CC1)([C@H]([C@@]8(C(=O)OC)O)OC(=O)C)CC)C)C(=O)OC (leurosine). Reaction SMILES: [CH3:1][CH2:2][C@@:3]12[O:22][C@@H:21]1[C@@H:19]1[CH2:20][N:5]([CH2:6][CH2:7][C:8]3[C:9]4[CH:10]=[CH:11][CH:12]=[CH:13][C:14]=4[NH:15][C:16]=3[C@@:17]([C:56]([O:58][CH3:59])=[O:57])([C:23]3[CH:24]=[C:25]4[C@:33]56[C@@H:37]7[C@:38]([CH2:53][CH3:54])([C@@H:42]([O:49][C:50]([CH3:52])=[O:51])[C@:43]([OH:48])([C:44]([O:46][CH3:47])=[O:45])[C@@H:32]5[N:31]([CH3:55])[C:26]4=[CH:27][C:28]=3[O:29][CH3:30])[CH:39]=[CH:40][CH2:41][N:36]7[CH2:35][CH2:34]6)[CH2:18]1)[CH2:4]2.OS(O)(=O)=O>O>[CH3:1][CH2:2][C@@:3]12[O:22][C@@H:21]1[C@H:19]1[CH2:20][N:5]([CH2:6][CH2:7][C:8]3[C:9]4[CH:10]=[CH:11][CH:12]=[CH:13][C:14]=4[NH:15][C:16]=3[C@@:17]([C:56]([O:58][CH3:59])=[O:57])([C:23]3[CH:24]=[C:25]4[C@:33]56[C@@H:37]7[C@:38]([CH2:53][CH3:54])([C@@H:42]([O:49][C:50]([CH3:52])=[O:51])[C@:43]([OH:48])([C:44]([O:46][CH3:47])=[O:45])[C@@H:32]5[N:31]([CH3:55])[C:26]4=[CH:27][C:28]=3[O:29][CH3:30])[CH:39]=[CH:40][CH2:41][N:36]7[CH2:35][CH2:34]6)[CH2:18]1)[CH2:4]2 |f:0.1|. Reported procedure: About 0.25 g. of leurosine sulfate were converted to the free base by dissolving the salt in water and making the resulting solution alkaline. The free base was insoluble in the aqueous alkaline layer and was extracted with chloroform. Evaporation of the chloroform yielded leurosine free base as a residue. Reactants: N1(CCNCC1)C(=O)C1=CC=C(OC2=CC=C(C=N2)NC(C2=CC=C(C=C2)C(F)(F)F)=O)C=C1 (N-{6-[4-(piperazine-1-carbonyl)phenoxy]-pyridin-3-yl}-4-trifluoromethyl-benzamide), O1C2C1CCCC2 (1,2-epoxycyclohexane). The solvent is CO (methanol). Conditions: time 1 day. Yields the product O[C@@H]1[C@H](CCCC1)N1CCN(CC1)C(=O)C1=CC=C(OC2=CC=C(C=N2)NC(C2=CC=C(C=C2)C(F)(F)F)=O)C=C1 (N-(6-{4-[4-((1S,2S)-2-hydroxy-cyclohexyl)piperazine-1-carbonyl]phenoxy}pyridin-3-yl)-4-trifluoromethylbenzamide). As a reaction SMILES: [N:1]1([C:7]([C:9]2[CH:34]=[CH:33][C:12]([O:13][C:14]3[N:19]=[CH:18][C:17]([NH:20][C:21](=[O:32])[C:22]4[CH:27]=[CH:26][C:25]([C:28]([F:31])([F:30])[F:29])=[CH:24][CH:23]=4)=[CH:16][CH:15]=3)=[CH:11][CH:10]=2)=[O:8])[CH2:6][CH2:5][NH:4][CH2:3][CH2:2]1.[O:35]1[CH:37]2[CH2:38][CH2:39][CH2:40][CH2:41][CH:36]12>CO>[OH:35][C@H:36]1[CH2:41][CH2:40][CH2:39][CH2:38][C@@H:37]1[N:4]1[CH2:5][CH2:6][N:1]([C:7]([C:9]2[CH:10]=[CH:11][C:12]([O:13][C:14]3[N:19]=[CH:18][C:17]([NH:20][C:21](=[O:32])[C:22]4[CH:27]=[CH:26][C:25]([C:28]([F:29])([F:30])[F:31])=[CH:24][CH:23]=4)=[CH:16][CH:15]=3)=[CH:33][CH:34]=2)=[O:8])[CH2:2][CH2:3]1. Reported procedure: To a solution of N-{6-[4-(piperazine-1-carbonyl)phenoxy]-pyridin-3-yl}-4-trifluoromethyl-benzamide (430 mg, 0.91 mmol) in methanol was added 1,2-epoxycyclohexane (180 mg, 1.83 mmol), and the resulting solution was stirred for 1 day under reflux. The resulting reaction solution was concentrated under reduced pressure. The residue was purified by silica gel column chromatography (chloroform:methanol=35:1), and then ethyl acetate was added. The precipitated white powder was filtered off and washed ...